This data is from the Open Reaction Database (ORD), a public repository of structured organic reaction records. The task is: describe an organic reaction: reactants, conditions, products, and yield Starting materials: ClCC=1SC=CN1 (2-(chloromethyl)thiazole), FC(C=1C=C2C=C(NC2=CC1)C(=O)OCC)(F)F (ethyl 5-trifluoromethyl-1H-indole-2-carboxylate), [H-].[Na+] (sodium hydride). Solvent: CN(C)C=O (DMF), C(C)(=O)OCC (ethyl acetate), CN(C)C=O (DMF), C1CCOC1 (THF). Conditions: temperature 50 celsius, time 1 hour. Product: FC(C=1C=C2C=C(N(C2=CC1)CC=1SC=CN1)C(=O)OCC)(F)F (Ethyl 5-trifluoromethyl-1-[(thiazol-2-yl)]methyl-1H-indole-2-carboxylate). Isolated yield 56.6%. As a reaction SMILES: [H-].[Na+].[F:3][C:4]([F:20])([F:19])[C:5]1[CH:6]=[C:7]2[C:11](=[CH:12][CH:13]=1)[NH:10][C:9]([C:14]([O:16][CH2:17][CH3:18])=[O:15])=[CH:8]2.Cl[CH2:22][C:23]1[S:24][CH:25]=[CH:26][N:27]=1>CN(C=O)C.C1COCC1.C(OCC)(=O)C>[F:20][C:4]([F:19])([F:3])[C:5]1[CH:6]=[C:7]2[C:11](=[CH:12][CH:13]=1)[N:10]([CH2:22][C:23]1[S:24][CH:25]=[CH:26][N:27]=1)[C:9]([C:14]([O:16][CH2:17][CH3:18])=[O:15])=[CH:8]2 |f:0.1|. Reported procedure: To a suspension of 87 mg (1.983 mmol) of sodium hydride (55%) in 10 mL of dry DMF, maintained under an inert atmosphere, are added dropwise, at room temperature, 340 mg (1.322 mmol) of ethyl 5-trifluoromethyl-1H-indole-2-carboxylate in 5 mL of dry DMF. The reaction mixture is stirred at 50° C. for 1 hour. A solution of 265 mg (1.983 mmol) of 2-(chloromethyl)thiazole, prepared according to the protocol described in the preceding step, in 10 mL of THF is then added dropwise, at 0° C. The reaction ... Reaction SMILES: [N:1]([CH2:4][C:5]([O:7][CH2:8][CH3:9])=[O:6])=[C:2]=[S:3].Cl.[O-:11][Mn](=O)(=O)=O.[K+].[CH3:17][N:18]=[C:19]=[O:20]>>[CH2:8]([O:7][C:5]([CH2:4][N:1]1[C:2](=[O:11])[S:3][N:18]([CH3:17])[C:19]1=[O:20])=[O:6])[CH3:9] |f:2.3|. The reactants are N(=C=S)CC(=O)OCC (Ethyl isothiocyanatoacetate), CN=C=O (methyl isocyanate), Cl (HCl), [O-][Mn](=O)(=O)=O.[K+] (KMnO4). Procedure details: Reagents: Ethyl isothiocyanatoacetate (0.8 ml, 6.5 mmol), 35% HCl (3.1 ml), KMnO4 (0.5 g), methyl isocyanate (0.38 ml, 6.5 mmol). Yields the product C(C)OC(=O)CN1C(N(SC1=O)C)=O (4-(Ethoxycarbonylmethyl)-2-methyl-1,2,4-thiadiazolidine-3,5-dione). Starting materials: [Na] (sodium), tetrachloride, ClCl (chlorine), CC[C@H]([C@@H]1[C@H](C[C@@](O1)(CC)[C@H]2CC[C@@]([C@@H](O2)C)(CC)O)C)C(=O)[C@@H](C)[C@H]([C@H](C)CCC3=C(C(=C(C=C3)C)O)C(=O)O)O (X-537A), C(Cl)(Cl)Cl (chloroform). Solvent: C(Cl)(Cl)(Cl)Cl (carbon tetrachloride). Yields the product ClC1=CC(=C(C(C(=O)O)=C1CCC(C(C(C(C(C1OC(CC1C)(C1OC(C(CC1)(O)CC)C)CC)CC)=O)C)O)C)O)C (5-chloro-3-methyl-6-{7-ethyl-4-hydroxy-3,5-dimethyl-6-oxo-7-[5-ethyl-3-methyl-5-(5-ethyl-5-hydroxy-6-methyl-2-tetrahydropyranyl)-2-tetrahydrofuryl]heptyl}salicylic acid). As a reaction SMILES: [Na].[CH3:2][CH2:3][C@@H:4]([C:23]([C@H:25]([C@@H:27]([OH:43])[C@@H:28]([CH2:30][CH2:31][C:32]1[CH:37]=[CH:36][C:35]([CH3:38])=[C:34]([OH:39])[C:33]=1[C:40]([OH:42])=[O:41])[CH3:29])[CH3:26])=[O:24])[C@H:5]1[O:9][C@@:8]([C@@H:12]2[O:17][C@@H:16]([CH3:18])[C@@:15]([OH:21])([CH2:19][CH3:20])[CH2:14][CH2:13]2)([CH2:10][CH3:11])[CH2:7][C@@H:6]1[CH3:22].C(Cl)(Cl)[Cl:45].ClCl>C(Cl)(Cl)(Cl)Cl>[Cl:45][C:37]1[C:32]([CH2:31][CH2:30][CH:28]([CH3:29])[CH:27]([OH:43])[CH:25]([CH3:26])[C:23](=[O:24])[CH:4]([CH2:3][CH3:2])[CH:5]2[CH:6]([CH3:22])[CH2:7][C:8]([CH2:10][CH3:11])([CH:12]3[CH2:13][CH2:14][C:15]([CH2:19][CH3:20])([OH:21])[CH:16]([CH3:18])[O:17]3)[O:9]2)=[C:33]([C:40]([OH:42])=[O:41])[C:34]([OH:39])=[C:35]([CH3:38])[CH:36]=1 |^1:0|. Reported procedure: To a cold solution (~3°) of 6.12 g. of the sodium salt of antibiotic X-537A in 50 ml. of chloroform/3 ml. of carbon tetrachloride was slowly added 34 ml. of arbon tetrachloride saturated with 10 millimoles of chlorine gas. The reaction was continued for one-half hour after which the solution was filtered and the filtrate treated with a saturated aqueous solution of Na2CO3. The solvent layer was dried over Na2SO4 and concentrated to a small volume from which after addition of hexane the crystalli... The reactants are C(C)OC(=O)C1=C(SC=C1CC1=CC=CC=C1)N (2-amino-4-benzyl-thiophene-3-carboxylic acid ethyl ester), C1(C=2C(C(=O)O1)=CC=CC2)=O (phthalic anhydride). Solvent: C(C)(=O)O (acetic acid). Product: C(C)OC(=O)C1=C(SC=C1CC1=CC=CC=C1)N1C(C2=CC=CC=C2C1=O)=O (4-Benzyl-2-(1,3-dioxo-1,3-dihydroisoindol-2-yl)-thiophene-3-carboxylic acid ethyl ester). As a reaction SMILES: [CH2:1]([O:3][C:4]([C:6]1[C:10]([CH2:11][C:12]2[CH:17]=[CH:16][CH:15]=[CH:14][CH:13]=2)=[CH:9][S:8][C:7]=1[NH2:18])=[O:5])[CH3:2].[C:19]1(=O)[O:24][C:22](=[O:23])[C:21]2=[CH:25][CH:26]=[CH:27][CH:28]=[C:20]12>C(O)(=O)C>[CH2:1]([O:3][C:4]([C:6]1[C:10]([CH2:11][C:12]2[CH:17]=[CH:16][CH:15]=[CH:14][CH:13]=2)=[CH:9][S:8][C:7]=1[N:18]1[C:22](=[O:23])[C:21]2[C:20](=[CH:28][CH:27]=[CH:26][CH:25]=2)[C:19]1=[O:24])=[O:5])[CH3:2]. Reported procedure: A mixture of 2-amino-4-benzyl-thiophene-3-carboxylic acid ethyl ester (2 mmol, Example 32, Part D) and phthalic anhydride (2.2 mmol) in glacial acetic acid (20 mL) is heated at reflux overnight. After cooling to room temperature, the acetic acid is removed in vacuo and the residue triturated with petroleum ether. The crude product is collected by filtration, suspended in acetyl chloride (5 mL), and heated to reflux for one hour. After removing the solvent in vacuo, the residue is dissolved in et... The reactants are OP(=O)(O)[O-].[K+] (KH2PO4), 3V, [OH-].[Na+] (NaOH), C1(CC1)N (cyclopropylamine), ClC=1C=C(C=CC1OC)NC1=NC(=NC(=N1)Cl)Cl ((3-Chloro-4-methoxy-phenyl)-(4,6-dichloro-[1,3,5]triazin-2-yl)-amine), ( 72.6 ). The solvent is CO (CH3OH), O (water), CC(=O)C (acetone), CC#N (CH3CN), CC(=O)C (acetone). Product: ClC1=NC(=NC(=N1)NC1=CC(=C(C=C1)OC)Cl)NC1CC1 (6-Chloro-N-(3-chloro-4-methoxy-phenyl)-N′-cyclopropyl-[1,3,5]triazine-2,4-diamine). As a reaction SMILES: [Cl:1][C:2]1[CH:3]=[C:4]([NH:10][C:11]2[N:16]=[C:15](Cl)[N:14]=[C:13]([Cl:18])[N:12]=2)[CH:5]=[CH:6][C:7]=1[O:8][CH3:9].[CH:19]1([NH2:22])[CH2:21][CH2:20]1.[OH-].[Na+].OP([O-])(O)=O.[K+]>CC(C)=O.CC#N.CO.O>[Cl:18][C:13]1[N:12]=[C:11]([NH:10][C:4]2[CH:5]=[CH:6][C:7]([O:8][CH3:9])=[C:2]([Cl:1])[CH:3]=2)[N:16]=[C:15]([NH:22][CH:19]2[CH2:21][CH2:20]2)[N:14]=1 |f:2.3,4.5|. Reported procedure: To 101 (2.01 g, 6.5 mmol) dissolved in acetone (35 mL) was added a solution of cyclopropylamine (0.45 mL, 6.5 mmol) in acetone (5 mL) followed by addition of NaOH (2.6 mL, 2.5 N, 7.0 mmol) and 6.5 mL of water. The reaction mixture was stirred and heated at reflux for 3 hours. The reaction mixture was extracted 3 times with dichloromethane; the combined organic layers were washed with brine and dried over potassium carbonate. The sample was filtered, concentrated, and dried overnight under vacuum...